This data is from the Open Reaction Database (ORD), a public repository of structured organic reaction records. The task is: describe an organic reaction: reactants, conditions, products, and yield Reactants: CO, O=Cc1ccccc1Cl, Cl, [Na+], [Na+], N#C[Na], O, O=S([O-])S(=O)(=O)[O-], c1cc2c(s1)CCNC2. The product is N#CC(c1ccccc1Cl)N1CCc2sccc2C1. Reaction SMILES: [CH3:33][OH:34].[Cl:14][c:15]1[c:16]([CH:17]=[O:18])[cH:19][cH:20][cH:21][cH:22]1.[ClH:1].[Na+:30].[Na+:31].[Na:11][C:12]#[N:13].[OH2:32].[S:23]([S:24]([O-:25])=[O:26])([O-:27])(=[O:28])=[O:29].[s:2]1[cH:3][cH:4][c:5]2[c:10]1[CH2:9][CH2:8][NH:7][CH2:6]2>>[s:2]1[cH:3][cH:4][c:5]2[c:10]1[CH2:9][CH2:8][N:7]([CH:17]([C:12]#[N:13])[c:16]1[c:15]([Cl:14])[cH:22][cH:21][cH:20][cH:19]1)[CH2:6]2. Reactants: N1(CCNCC1)C(=O)OCC (1-piperazinecarboxylic acid, ethyl ester), ClC=1C(C=2C(=NSN2)C(C1)=O)=O (5-chloro-2,1,3-benzothiadiazole-4,7-dione). Solvent: C(C)O (ethanol). Yields the product ClC1=C(C(C=2C(=NSN2)C1=O)=O)N1CCN(CC1)C(=O)OCC (4-(6-Chloro-4,7-dihydro-4,7-dioxo-2,1,3-benzothiadiazol-5-yl)-1-piperazinecarboxylic acid, ethyl ester). Yield: 14.0%. Reaction SMILES: [N:1]1([C:7]([O:9][CH2:10][CH3:11])=[O:8])[CH2:6][CH2:5][NH:4][CH2:3][CH2:2]1.[Cl:12][C:13]1[C:14](=[O:23])[C:15]2[C:16]([C:20](=[O:22])[CH:21]=1)=[N:17][S:18][N:19]=2>C(O)C>[Cl:12][C:13]1[C:14](=[O:23])[C:15]2=[N:19][S:18][N:17]=[C:16]2[C:20](=[O:22])[C:21]=1[N:4]1[CH2:5][CH2:6][N:1]([C:7]([O:9][CH2:10][CH3:11])=[O:8])[CH2:2][CH2:3]1. Procedure: A solution of 332 mg of 1-piperazinecarboxylic acid, ethyl ester and 200.6 mg of 5-chloro-2,1,3-benzothiadiazole-4,7-dione in absolute ethanol was heated at reflux, with stirring. The mixture was then stirred for 2 hours at room temperature, evaporated, chromatographed on silica gel, eluting with chloroform and concentrated to a red oil. This oil was crystallized from dichloromethanehexane, giving 50 mg of the desired product, mp 152°-154° C. Reactants: CC(C#N)CC(C(CC)=O)C (2,4-dimethyl-5-oxoheptanenitrile), [BH4-].[Na+] (sodium borohydride). Run in C(C)(C)O (isopropanol). Conditions: time 40 hour. Yields the product CC(C#N)CC(C(CC)O)C (2,4-dimethyl-5-hydroxyheptanenitrile). Isolated yield 87.8%. Reaction SMILES: [CH3:1][CH:2]([CH2:5][CH:6]([CH3:11])[C:7](=[O:10])[CH2:8][CH3:9])[C:3]#[N:4].[BH4-].[Na+]>C(O)(C)C>[CH3:1][CH:2]([CH2:5][CH:6]([CH3:11])[CH:7]([OH:10])[CH2:8][CH3:9])[C:3]#[N:4] |f:1.2|. Procedure details: To a stirred solution of 2,4-dimethyl-5-oxoheptanenitrile (IIb, 239 g, 1.56 moles) in isopropanol (2.5L) at 5° C. under a nitrogen atmosphere, was added sodium borohydride (60 g, 1.59 moles) over a 15 minute period. The mixture was stirred for 40 hours at room temperature, after which GC analysis indicated complete reaction. The reaction mixture was cooled to -5° C. and carefully quenched with water (1L) followed by saturated aqueous ammonium chloride (200 ml). After the gas evolution had subsid... Reactants: C(C1=CC=CC=C1)N[C@H]1[C@@]2(C[C@H]([C@H](CC1)N2CC2=CC=CC=C2)C=2N=NN(N2)C)C2=CC=CC=C2 ((1R*,2R*,5S*,6R*)-2-Benzylamino-8-benzyl-1-phenyl-6-(2-methyl-2H-tetrazol-5-yl)-8-azabicyclo[3.2.1]octane), C1=CCC=CC1 (1,4-cyclohexadiene). Reagents/catalysts: [Pd] (palladium on activated charcoal). The solvent is C(C)O (ethanol). Yields the product N[C@H]1[C@@]2(C[C@H]([C@H](CC1)N2)C=2N=NN(N2)C)C2=CC=CC=C2 ((1R*,2R*,5S*,6R*)-2-Amino-1-phenyl-6-(2-methyl-2H-tetrazol-5-yl)-8-azabicyclo[3.2.1]octane). The yield is 87.0%. As a reaction SMILES: C([NH:8][C@@H:9]1[CH2:15][CH2:14][C@@H:13]2[N:16](CC3C=CC=CC=3)[C@@:10]1([C:30]1[CH:35]=[CH:34][CH:33]=[CH:32][CH:31]=1)[CH2:11][C@H:12]2[C:24]1[N:25]=[N:26][N:27]([CH3:29])[N:28]=1)C1C=CC=CC=1.C1CC=CCC=1>C(O)C.[Pd]>[NH2:8][C@@H:9]1[CH2:15][CH2:14][C@@H:13]2[NH:16][C@@:10]1([C:30]1[CH:35]=[CH:34][CH:33]=[CH:32][CH:31]=1)[CH2:11][C@H:12]2[C:24]1[N:25]=[N:26][N:27]([CH3:29])[N:28]=1. Procedure: (1R*,2R*,5S*,6R*)-2-Benzylamino-8-benzyl-1-phenyl-6-(2-methyl-2H-tetrazol-5-yl)-8-azabicyclo[3.2.1]octane (Description 33b; 357 mg, 0.77 mmol) was dissolved in ethanol (10 mL) and treated with 1,4-cyclohexadiene (5 mL), followed by 10% palladium on activated charcoal (300 mg). The suspension formed was heated at reflux for 72 hours, then cooled and filtered. The filtrate was concentrate to give the title compound as a gum (239 mg, 0.67 mmol). Isolated yield 86.4%. Reactants: C(C)(=O)OC1=C(C=CC=C1)C(NC=1SC=CN1)=O (2-(1,3-thiazol-2-ylcarbamoyl)phenyl acetate), Cl (hydrochloric acid). Yields the product OC1=C(C(=O)NC=2SC=CN2)C=CC=C1 (2-hydroxy-N-1,3-thiazol-2-ylbenzamide). Reported procedure: 2-(1,3-thiazol-2-ylcarbamoyl)phenyl acetate (501, 663.3 mg, 2.53 mmol) was added to a 25 mL round bottom flask equipped with a stirbar and a water-jacketed condenser. The headspace was replaced with dry nitrogen, and concentrated hydrochloric acid (15.0 mL) was added in a single portion. The suspension was heated to 50° C., and stirred well. The suspended solids dissolved to form a clear colorless solution before solids precipitate from the reaction mixture, which was then cooled in an ice bath,... Reaction SMILES: C([O:4][C:5]1[CH:10]=[CH:9][CH:8]=[CH:7][C:6]=1[C:11](=[O:18])[NH:12][C:13]1[S:14][CH:15]=[CH:16][N:17]=1)(=O)C.Cl>>[OH:4][C:5]1[CH:10]=[CH:9][CH:8]=[CH:7][C:6]=1[C:11]([NH:12][C:13]1[S:14][CH:15]=[CH:16][N:17]=1)=[O:18]. Run at temperature 50 celsius. Reactants: N1C(=NC2=C1C=CC=C2)N2CCN(CC2)C2=NC1=CC(=C(C=C1C(=N2)N)OC)OC (2-[4-(1H-2-Benzimidazolyl)-1-piperazinyl]-6,7-dimethoxy-4-quinazolinamine), CI (methyl iodide). The solvent is CS(=O)C (dimethyl sulfoxide). Conditions: time 4 hour. Product: COC=1C=C2C(=NC(=NC2=CC1OC)N1CCN(CC1)C1=NC2=C(N1C)C=CC=C2)N (6,7-Dimethoxy-2-[4-(1-methyl-2-benzimidazolyl)-1-piperazinyl]-4-quinazolinamine). Reaction SMILES: [NH:1]1[C:5]2[CH:6]=[CH:7][CH:8]=[CH:9][C:4]=2[N:3]=[C:2]1[N:10]1[CH2:15][CH2:14][N:13]([C:16]2[N:25]=[C:24]([NH2:26])[C:23]3[C:18](=[CH:19][C:20]([O:29][CH3:30])=[C:21]([O:27][CH3:28])[CH:22]=3)[N:17]=2)[CH2:12][CH2:11]1.[CH3:31]I>CS(C)=O>[CH3:28][O:27][C:21]1[CH:22]=[C:23]2[C:18](=[CH:19][C:20]=1[O:29][CH3:30])[N:17]=[C:16]([N:13]1[CH2:14][CH2:15][N:10]([C:2]3[N:3]([CH3:31])[C:4]4[CH:9]=[CH:8][CH:7]=[CH:6][C:5]=4[N:1]=3)[CH2:11][CH2:12]1)[N:25]=[C:24]2[NH2:26]. Procedure details: A mixture of 2-[4-(1H-2-benzimidazolyl)-1-piperazinyl]-6,7-dimethoxy-4-quinazolinamine (0.75 g, described in Example 10) and methyl iodide (1.0 ml) in dimethyl sulfoxide (10 ml) was stirred at room temperature for 4 hr and poured into ice. The resulting mixture was extracted with chloroform. The organic extract was washed with water, dried over sodium sulfate and evaporated. The residue was chromatographed through silica gel using 4% methanol in chloroform. The appropriate fractions were combine... Reactants: Cl (hydrogen chloride), CC1=CC=C(C=C1)S(=O)(=O)C(C)C (isopropyl 4-methylphenyl sulfone), S(O)(O)(=O)=O (sulfuric acid), N#N (N2), ClCl (chlorine). Run in O (water). Reaction conditions: temperature 20 celsius. Yields the product C(C)(C)S(=O)(=O)C1=CC(=C(C=C1)C)Cl (3-chloro-4-methylphenyl isopropyl sulfone). The yield is 57.3%. RXN SMILES: [CH3:1][C:2]1[CH:7]=[CH:6][C:5]([S:8]([CH:11]([CH3:13])[CH3:12])(=[O:10])=[O:9])=[CH:4][CH:3]=1.S(=O)(=O)(O)O.[Cl:19]Cl.Cl.N#N>O>[CH:11]([S:8]([C:5]1[CH:4]=[CH:3][C:2]([CH3:1])=[C:7]([Cl:19])[CH:6]=1)(=[O:10])=[O:9])([CH3:13])[CH3:12]. Procedure: 99.1 g (0.5 mol) of isopropyl 4-methylphenyl sulfone in 180 g of 96% strength sulfuric acid are introduced into a 500 ml glass flask equipped with stirrer, condenser, gas inlet, thermometer and dropping funnel. At 70° C., about 140 g of chlorine are metered in over the course of 6 hours with vigorous stirring. After the reaction is completed, residual hydrogen chloride is eliminated by passing a N2 stream through the flask, 300 g of water are added dropwise and the mixture is allowed to cool to ... Reactants: C(CCC)OC(=O)C=1N=C(C2=CC(=CC=C2C1O)OC1=CC=C(C=C1)F)Br (1-bromo-7-(4-fluoro-phenoxy)-4-hydroxy-isoquinoline-3-carboxylic acid butyl ester), C(#N)[Cu] (CuCN). Yields the product C(CCC)OC(=O)C=1N=C(C2=CC(=CC=C2C1O)OC1=CC=C(C=C1)F)C#N (1-Cyano-7-(4-fluoro-phenoxy)-4-hydroxy-isoquinoline-3-carboxylic acid butyl ester). RXN SMILES: [CH2:1]([O:5][C:6]([C:8]1[N:9]=[C:10](Br)[C:11]2[C:16]([C:17]=1[OH:18])=[CH:15][CH:14]=[C:13]([O:19][C:20]1[CH:25]=[CH:24][C:23]([F:26])=[CH:22][CH:21]=1)[CH:12]=2)=[O:7])[CH2:2][CH2:3][CH3:4].[C:28]([Cu])#[N:29]>>[CH2:1]([O:5][C:6]([C:8]1[N:9]=[C:10]([C:28]#[N:29])[C:11]2[C:16]([C:17]=1[OH:18])=[CH:15][CH:14]=[C:13]([O:19][C:20]1[CH:25]=[CH:24][C:23]([F:26])=[CH:22][CH:21]=1)[CH:12]=2)=[O:7])[CH2:2][CH2:3][CH3:4]. Procedure: This compound was synthesized from 1-bromo-7-(4-fluoro-phenoxy)-4-hydroxy-isoquinoline-3-carboxylic acid butyl ester (prepared as shown in Scheme 2, according to US 2004/0254215 A1, 1H NMR (CDCl3) δ=11.89 (s, 1H), 8.36 (d, 1H), 7.57 (d, 1H), 7.44 to 7.50 (m, 1H), 7.08 to 7.16 (m, 4H), 4.47 (t, 2H), 1.78 to 1.93 (m, 2H), 1.38 to 1.58 (m, 2H), 0.99 (t, 3H)) and CuCN in analogy to Example 3(a)); MS-(−)-ion: M−1=379.2. Reactants: COC=1C=C(C=O)C=CC1OC (3,4-dimethoxybenzaldehyde), C(C)(=O)O (acetic acid), [N+](=O)([O-])C(C)O (nitroethanol), C(Cl)(Cl)Cl (chloroform). The reagents and catalysts are C(C)N(CC)CC (triethylamine). Conditions: temperature 5 celsius, time 5.5 hour. Yields the product COC=1C=C(C=CC1OC)C(C(CO)[N+](=O)[O-])O (1-(3,4-dimethoxyphenyl)-2-nitro-1,3-propanediol). Yield: 74.7%. As a reaction SMILES: [CH3:1][O:2][C:3]1[CH:4]=[C:5]([CH:8]=[CH:9][C:10]=1[O:11][CH3:12])[CH:6]=[O:7].[N+:13]([CH:16](O)[CH3:17])([O-:15])=[O:14].C(Cl)(Cl)Cl.C(O)(=[O:25])C>C(N(CC)CC)C>[CH3:1][O:2][C:3]1[CH:4]=[C:5]([CH:6]([OH:7])[CH:16]([N+:13]([O-:15])=[O:14])[CH2:17][OH:25])[CH:8]=[CH:9][C:10]=1[O:11][CH3:12]. Reported procedure: 83.1 g (0.5 moles) of 3,4-dimethoxybenzaldehyde are suspended in 45.5 g (0.5 moles) of nitroethanol in the presence of 2.5 ml of triethylamine catalyst, and the mixture is stirred at 5° C. on an ice-water bath for 5.5 hours. 30 ml of chloroform are added to the reaction mixture in small portions within 5 hours. The mixture is allowed to stand for 12 hours under cooling and then acidified with 2 ml of acetic acid. The separated crystals are filtered off, washed with chloroform and ice-cold water ... Reactants: C(CCCCCCCCCCCCCCC)OC[C@@H]1OC(OC1)(C)C ((S)-4-[(hexadecyloxy)methyl]-2,2-dimethyl-1,3-dioxolane). Solvent: CO (methyl alcohol), Cl (hydrochloric acid). Yields the product C(CCCCCCCCCCCCCCC)OC[C@@H](CO)O ((R)-3-[hexadecyloxy)-1.2-propanediol). The yield is 73.2%. Reaction SMILES: [CH2:1]([O:17][CH2:18][C@H:19]1[CH2:23][O:22]C(C)(C)[O:20]1)[CH2:2][CH2:3][CH2:4][CH2:5][CH2:6][CH2:7][CH2:8][CH2:9][CH2:10][CH2:11][CH2:12][CH2:13][CH2:14][CH2:15][CH3:16]>CO.Cl>[CH2:1]([O:17][CH2:18][C@H:19]([OH:20])[CH2:23][OH:22])[CH2:2][CH2:3][CH2:4][CH2:5][CH2:6][CH2:7][CH2:8][CH2:9][CH2:10][CH2:11][CH2:12][CH2:13][CH2:14][CH2:15][CH3:16]. Reported procedure: A stirred mixture of 28 g of (S)-4-[(hexadecyloxy)methyl]-2,2-dimethyl-1,3-dioxolane in 190 ml of methyl alcohol and 21 ml of 1N hydrochloric acid is refluxed for 2 hours followed by cooling in an ice bath. The resulting solid is filtered and washed with cold acetone. The solid is crystallized from acetone to give 18.2 g of crystals which liquified at ambient temperature. The resulting oil is purified by chromatography on silica gel using 1:1 ethyl acetate:hexanes. Fractions containing product a...